From a dataset of the Open Reaction Database (ORD), a public repository of structured organic reaction records. describe an organic reaction: reactants, conditions, products, and yield The reactants are CCO, O=NN(CCCl)C(=O)Oc1ccccc1[N+](=O)[O-], NC1OC(CO)C(O)C(O)C1O, C1CCOC1, OCC1OC(O)C(O)C(O)C1O, c1ccccc1. The product is O=NN(CCCl)C(=O)NC1OC(CO)C(O)C(O)C1O. Reaction SMILES: [CH3:43][CH2:44][OH:45].[Cl:25][CH2:26][CH2:27][N:28]([C:29]([O:30][c:32]1[cH:33][cH:34][cH:35][cH:36][c:37]1[N+:38]([O-:39])=[O:40])=[O:31])[N:41]=[O:42].[NH2:1][CH:2]1[CH:3]([OH:4])[CH:5]([OH:6])[CH:7]([OH:8])[CH:9]([CH2:11][OH:12])[O:10]1.[O:46]1[CH2:47][CH2:48][CH2:49][CH2:50]1.[OH:13][CH:14]1[O:15][CH:16]([CH2:17][OH:18])[CH:19]([OH:20])[CH:21]([OH:22])[CH:23]1[OH:24].[cH:51]1[cH:52][cH:53][cH:54][cH:55][cH:56]1>>[NH:1]([CH:2]1[CH:3]([OH:4])[CH:5]([OH:6])[CH:7]([OH:8])[CH:9]([CH2:11][OH:12])[O:10]1)[C:29]([N:28]([CH2:27][CH2:26][Cl:25])[N:41]=[O:42])=[O:30]. Procedure: A mixture of 3.14 g of 2-chloro-11-(1-piperazinyl)dibenz[b,f][1,4]oxazepine and 1.20 g of ethyl acrylate in 16 ml of ethanol was refluxed for 2 hrs. The reaction mixture was concentrated and the residue was chromatographed on silica gel using a mixture of n-hexane and ethyl acetate (2:1 and 1:1) as eluents to give 3.68 g of yellow crystals, which were recrystallized from a mixture of isopropyl ether and n-pentane to give yellow prisms, mp 73°-75° C. The product is ClC=1C=CC2=C(C(=NC3=C(O2)C=CC=C3)N3CCN(CC3)CCC(=O)OCC)C1 (Ethyl 4-(2-Chlorodibenz[b,f][1,4]oxazepin-11-yl)-1-piperazinepropionate). Isolated yield 88.8%. Reactants: ClC=1C=CC2=C(C(=NC3=C(O2)C=CC=C3)N3CCNCC3)C1 (2-chloro-11-(1-piperazinyl)dibenz[b,f][1,4]oxazepine), C(C=C)(=O)OCC (ethyl acrylate). As a reaction SMILES: [Cl:1][C:2]1[CH:3]=[CH:4][C:5]2[O:11][C:10]3[CH:12]=[CH:13][CH:14]=[CH:15][C:9]=3[N:8]=[C:7]([N:16]3[CH2:21][CH2:20][NH:19][CH2:18][CH2:17]3)[C:6]=2[CH:22]=1.[C:23]([O:27][CH2:28][CH3:29])(=[O:26])[CH:24]=[CH2:25]>C(O)C>[Cl:1][C:2]1[CH:3]=[CH:4][C:5]2[O:11][C:10]3[CH:12]=[CH:13][CH:14]=[CH:15][C:9]=3[N:8]=[C:7]([N:16]3[CH2:21][CH2:20][N:19]([CH2:25][CH2:24][C:23]([O:27][CH2:28][CH3:29])=[O:26])[CH2:18][CH2:17]3)[C:6]=2[CH:22]=1. Solvent: C(C)O (ethanol). Starting materials: C(C)(C)(C)OC(=O)NCC=1N(C(C2=CC=C(C=C2C1C1=CC=CC=C1)C=1SC=C(N1)C(=O)OCC)=O)CC(C)C (ethyl 2-[3-[[(tert-butoxycarbonyl)amino]methyl]-2-isobutyl-1-oxo-4-phenyl-1,2-dihydro-6-isoquinolinyl]-1,3-thiazole-4-carboxylate), C(C)O (ethanol), [OH-].[Na+] (sodium hydroxide), Cl (hydrochloric acid). The solvent is O1CCCC1 (tetrahydrofuran), O (water). Reaction conditions: time 2 hour. The product is C(C)(C)(C)OC(=O)NCC=1N(C(C2=CC=C(C=C2C1C1=CC=CC=C1)C=1SC=C(N1)C(=O)O)=O)CC(C)C (2-[3-[[(tert-butoxycarbonyl)amino]methyl]-2-isobutyl-1-oxo-4-phenyl-1,2-dihydro-6-isoquinolinyl]-1,3-thiazole-4-carboxylic acid). The yield is 95.6%. RXN SMILES: [C:1]([O:5][C:6]([NH:8][CH2:9][C:10]1[N:11]([CH2:37][CH:38]([CH3:40])[CH3:39])[C:12](=[O:36])[C:13]2[C:18]([C:19]=1[C:20]1[CH:25]=[CH:24][CH:23]=[CH:22][CH:21]=1)=[CH:17][C:16]([C:26]1[S:27][CH:28]=[C:29]([C:31]([O:33]CC)=[O:32])[N:30]=1)=[CH:15][CH:14]=2)=[O:7])([CH3:4])([CH3:3])[CH3:2].C(O)C.[OH-].[Na+].Cl>O1CCCC1.O>[C:1]([O:5][C:6]([NH:8][CH2:9][C:10]1[N:11]([CH2:37][CH:38]([CH3:40])[CH3:39])[C:12](=[O:36])[C:13]2[C:18]([C:19]=1[C:20]1[CH:25]=[CH:24][CH:23]=[CH:22][CH:21]=1)=[CH:17][C:16]([C:26]1[S:27][CH:28]=[C:29]([C:31]([OH:33])=[O:32])[N:30]=1)=[CH:15][CH:14]=2)=[O:7])([CH3:4])([CH3:3])[CH3:2] |f:2.3|. Procedure details: To a solution of ethyl 2-[3-[[(tert-butoxycarbonyl)amino]methyl]-2-isobutyl-1-oxo-4-phenyl-1,2-dihydro-6-isoquinolinyl]-1,3-thiazole-4-carboxylate (1.12 g, 2 mmol) in tetrahydrofuran (10 ml)-ethanol (10 ml) was added 1N sodium hydroxide (4 ml) and the mixture was stirred at room temperature for 2 h. The reaction mixture was poured into water, acidified with 1N hydrochloric acid and extracted with ethyl acetate. The extract was washed with brine, dried over anhydrous magnesium sulfate and concent... Starting materials: ClC1=NC=C(C(=N1)Cl)CC=1C=NC(=CC1)C (2,4-dichloro-5-[(6-methyl-3-pyridinyl)methyl]pyrimidine), [Na] (sodium), COCCO (2-methoxyethanol), COCCO (2-methoxyethanol). Conditions: time 30 minute. The product is ClC1=NC=C(C(=N1)OCCOC)CC=1C=NC(=CC1)C (2-chloro-4-(2-methoxyethoxy)-5-[(6-methyl-3-pyridinyl)methyl]pyrimidine). Isolated yield 78.0%. Reaction SMILES: [Cl:1][C:2]1[N:7]=[C:6](Cl)[C:5]([CH2:9][C:10]2[CH:11]=[N:12][C:13]([CH3:16])=[CH:14][CH:15]=2)=[CH:4][N:3]=1.[Na].[CH3:18][O:19][CH2:20][CH2:21][OH:22]>>[Cl:1][C:2]1[N:7]=[C:6]([O:22][CH2:21][CH2:20][O:19][CH3:18])[C:5]([CH2:9][C:10]2[CH:11]=[N:12][C:13]([CH3:16])=[CH:14][CH:15]=2)=[CH:4][N:3]=1 |^1:16|. Procedure details: To a stirred solution of 44.6 g (0.176 mol) of 2,4-dichloro-5-[(6-methyl-3-pyridinyl)methyl]pyrimidine from Example 1 in 300 ml of 2-methoxyethanol at 0°-5° was added dropwise over 2 hours a solution of 4.25 g (0.177 g-atom) of sodium metal in 250 ml of 2-methoxyethanol. The solution was stirred for 30 minutes at 5°, concentrated and the resulting oil dissolved in 500 ml of ethyl acetate. The solution was washed with water, dried over sodium sulfate, filtered and concentrated to give 40.4 g (0.1... Starting materials: CO, COC(=O)C1CC(N(C)C)CN1, N. Product: CN(C)C1CNC(C(N)=O)C1. RXN SMILES: [CH3:14][OH:15].[CH3:1][O:2][C:3](=[O:4])[CH:5]1[NH:6][CH2:7][CH:8]([N:10]([CH3:11])[CH3:12])[CH2:9]1.[NH3:13]>>[O:2]=[C:3]([CH:5]1[NH:6][CH2:7][CH:8]([N:10]([CH3:11])[CH3:12])[CH2:9]1)[NH2:13].